Task: describe an organic reaction: reactants, conditions, products, and yield. Dataset: the Open Reaction Database (ORD), a public repository of structured organic reaction records Reactants: COCCOCCOC, CCN(CC)S(=O)(=O)c1cc(C(=O)C=[N+]=[N-])ccc1Cl, Cl. The product is CCN(CC)S(=O)(=O)c1cc(C(=O)CCl)ccc1Cl. Reaction SMILES: [CH3:22][O:23][CH2:24][CH2:25][O:26][CH2:27][CH2:28][O:29][CH3:30].[Cl:1][c:2]1[c:3]([S:13]([N:14]([CH2:15][CH3:16])[CH2:17][CH3:18])(=[O:19])=[O:20])[cH:4][c:5]([C:8]([CH:9]=[N+:10]=[N-:11])=[O:12])[cH:6][cH:7]1.[ClH:21]>>[Cl:1][c:2]1[c:3]([S:13]([N:14]([CH2:15][CH3:16])[CH2:17][CH3:18])(=[O:19])=[O:20])[cH:4][c:5]([C:8]([CH2:9][Cl:21])=[O:12])[cH:6][cH:7]1.